From a dataset of the Open Reaction Database (ORD), a public repository of structured organic reaction records. describe an organic reaction: reactants, conditions, products, and yield Reaction SMILES: [CH3:1][c:2]1[cH:3][cH:4][cH:5][c:6]2[cH:7][c:8]([CH2:20][NH:21][CH3:22])[n:9](-[c:13]3[c:14]([CH3:19])[cH:15][cH:16][cH:17][cH:18]3)[c:10](=[O:12])[c:11]12.[CH3:39][CH2:40][OH:41].[Cl:23][c:24]1[c:25]2[n:26][cH:27][n:28]([CH:33]3[O:34][CH2:35][CH2:36][CH2:37][CH2:38]3)[c:29]2[n:30][cH:31][n:32]1>>[CH3:1][c:2]1[cH:3][cH:4][cH:5][c:6]2[cH:7][c:8]([CH2:20][N:21]([CH3:22])[c:24]3[c:25]4[n:26][cH:27][n:28]([CH:33]5[O:34][CH2:35][CH2:36][CH2:37][CH2:38]5)[c:29]4[n:30][cH:31][n:32]3)[n:9](-[c:13]3[c:14]([CH3:19])[cH:15][cH:16][cH:17][cH:18]3)[c:10](=[O:12])[c:11]12. The product is Cc1ccccc1-n1c(CN(C)c2ncnc3c2ncn3C2CCCCO2)cc2cccc(C)c2c1=O. Starting materials: CNCc1cc2cccc(C)c2c(=O)n1-c1ccccc1C, CCO, Clc1ncnc2c1ncn2C1CCCCO1. The reactants are N1N=CN=C1 (1,2,4-triazole), C([O-])([O-])=O.[K+].[K+] (potassium carbonate), BrC=1SC(=CC1)C1(OC1)COC1=CC=C(C=C1)Cl (2-(2-bromo-thien-5-yl)-2-(4-chlorophenoxymethyl)-oxirane). The solvent is C(C)#N (acetonitrile). The product is BrC=1SC(=CC1)C(COC1=CC=C(C=C1)Cl)(CN1N=CN=C1)O (2-(2-bromo-thien-5-yl)-1-(4-chlorophenoxy)-3-(1,2,4-triazol-1-yl)-propan-2-ol). The yield is 54.7%. RXN SMILES: [Br:1][C:2]1[S:3][C:4]([C:7]2([CH2:10][O:11][C:12]3[CH:17]=[CH:16][C:15]([Cl:18])=[CH:14][CH:13]=3)[CH2:9][O:8]2)=[CH:5][CH:6]=1.[NH:19]1[CH:23]=[N:22][CH:21]=[N:20]1.C(=O)([O-])[O-].[K+].[K+]>C(#N)C>[Br:1][C:2]1[S:3][C:4]([C:7]([OH:8])([CH2:9][N:19]2[CH:23]=[N:22][CH:21]=[N:20]2)[CH2:10][O:11][C:12]2[CH:17]=[CH:16][C:15]([Cl:18])=[CH:14][CH:13]=2)=[CH:5][CH:6]=1 |f:2.3.4|. Procedure details: 16 g of crude 2-(2-bromo-thien-5-yl)-2-(4-chlorophenoxymethyl)-oxirane in 200 ml of acetonitrile are heated under reflux with 11 g (0.157 mol) of 1,2,4-triazole and 5 g of potassium carbonate for 4 hours. Thereafter, the reaction mixture is poured onto water, and extracted with methylene chloride. The methylene chloride phase is dried over sodium sulphate and evaporated down in vacuo. The residue is chromatographed over silica gel using the chloroform/ethyl acetate (1:1) system. 10.5 g (55% of t... Reactants: ClC1=C(C#N)C=CC=C1 (2-chlorobenzonitrile), C(C)NCC (diethylamine), NN (hydrazine), S (hydrogen sulfide), Cl (hydrochloric acid), N(=O)[O-].[Na+] (sodium nitrite). Run in C(C)O (ethanol). Reaction conditions: temperature 60 celsius, time 9.5 hour. Yields the product ClC1=C(C=CC=C1)C1=NN=NN1 (5-(2-chlorophenyl)tetrazole). The yield is 138.7%. As a reaction SMILES: Cl[C:2]1[CH:9]=[CH:8][CH:7]=[CH:6][C:3]=1[C:4]#[N:5].C([NH:12]CC)C.[NH2:15][NH2:16].S.[ClH:18].N([O-])=O.[Na+]>C(O)C>[Cl:18][C:2]1[CH:9]=[CH:8][CH:7]=[CH:6][C:3]=1[C:4]1[NH:5][N:12]=[N:16][N:15]=1 |f:5.6|. Procedure: Into a mixture of 4.13 g (30 mmol) of 2-chlorobenzonitrile, 30 g of ethanol, 1.10 g (15 mmol) of diethylamine and 1.92 g (60 mmol) of anhydrous hydrazine was bubbled 0.62 g (18.2 mmol) of hydrogen sulfide gas at room temperature, followed by stirring at 60° C. for 9.5 hours. The resulting reaction mixture was concentrated, dried and dissolved in 120 g of N,N-dimethylformamide and 54.7 g (150 mmol) of 10% hydrochloric acid added thereto, followed by cooling to 5° C. Then 20.7 g (60 mmol) of 20% s... Starting materials: COC(C(CC1=CC=C(C2=C1SC=C2)O)OCC)=O ([rac]-2-ethoxy-3-(4-hydroxy-benzo[b]thiophen-7-yl)-propionic acid methyl ester), C(C)OC1=C(C=CC(=C1)F)C=1OC(=C(N1)CCO)C (2-[2-(2-ethoxy-4-fluoro-phenyl)-5-methyl-oxazol-4-yl]-ethanol), C(C)I (ethyl iodide), C([O-])([O-])=O.[K+].[K+] (potassium carbonate). The solvent is CN(C=O)C (N,N-dimethylformamide). The product is C(C)OC1=C(C=O)C=CC(=C1)F (2-ethoxy-4-fluoro-benzaldehyde). RXN SMILES: COC(=O)C(OCC)CC1C2SC=CC=2C(O)=CC=1.[CH2:20]([O:22][C:23]1[CH:28]=[C:27]([F:29])[CH:26]=[CH:25][C:24]=1[C:30]1[O:31]C(C)=C(CCO)N=1)[CH3:21].C(I)C.C(=O)([O-])[O-].[K+].[K+]>CN(C)C=O>[CH2:20]([O:22][C:23]1[CH:28]=[C:27]([F:29])[CH:26]=[CH:25][C:24]=1[CH:30]=[O:31])[CH3:21] |f:3.4.5|. Procedure details: In analogy to the procedure described in example 17 a], [rac]-2-ethoxy-3-(4-hydroxy-benzo[b]thiophen-7-yl)-propionic acid methyl ester was reacted with 2-[2-(2-ethoxy-4-fluoro-phenyl)-5-methyl-oxazol-4-yl]-ethanol (prepared from 4-fluoro-2-hydroxy-benzaldehyde [J. Chem. Soc., Perkin Trans. 1 (1994), (13), 1823-31] by i) treatment with ethyl iodide, potassium carbonate in N,N-dimethylformamide to give 2-ethoxy-4-fluoro-benzaldehyde; ii) conversion of the 2-ethoxy-4-fluoro-benzaldehyde into 2-[2-(... Starting materials: FC(C(=O)O)(F)F (trifluoroacetic acid), ICI (diiodomethane), FC(C(=O)OCC)(CC=C)F (ethyl 2,2-difluoropent-4-enoate), C(C)[Zn]CC (diethyl zinc). Run in C(Cl)Cl (methylene chloride), C(Cl)Cl (methylene chloride), C(Cl)Cl (methylene chloride), C(Cl)Cl (methylene chloride). Run at temperature -5 celsius, time 30 minute. Yields the product C1(CC1)CC(C(=O)OCC)(F)F (ethyl 3-cyclopropyl-2,2-difluoropropanoate). As a reaction SMILES: [CH2:1]([Zn]CC)C.FC(F)(F)C(O)=O.ICI.[F:16][C:17]([F:26])([CH2:23][CH:24]=[CH2:25])[C:18]([O:20][CH2:21][CH3:22])=[O:19]>C(Cl)Cl>[CH:24]1([CH2:23][C:17]([F:26])([F:16])[C:18]([O:20][CH2:21][CH3:22])=[O:19])[CH2:1][CH2:25]1. Procedure details: A solution of diethyl zinc (500 mL, 1.0 M in hexanes) in methylene chloride (700 mL) was chilled to −10° C. under nitrogen in a cooling bath. A solution of trifluoroacetic acid (57 g, 0.5 mol) in methylene chloride (50 mL) was added dropwise over 1 hour 45 minutes. The mixture was stirred for 30 minutes at −5° C. A solution of diiodomethane (133.9 g, 0.5 mol) in methylene chloride (50 mL) was added to the mixture over a period of 20 minutes. The mixture became homogenous upon stirring for 30 min... The reactants are O.NC1=NC(=CC(=N1)Cl)O (2-Amino-4-chloro-6-hydroxypyrimidine monohydrate), C1(CC1)N (cyclopropylamine). The solvent is C(C)O (ethanol). The product is NC1=NC(=CC(=N1)NC1CC1)O (2-amino-4-cyclopropylamino-6-hydroxypyrimidine). RXN SMILES: O.[NH2:2][C:3]1[N:8]=[C:7](Cl)[CH:6]=[C:5]([OH:10])[N:4]=1.[CH:11]1([NH2:14])[CH2:13][CH2:12]1>C(O)C>[NH2:2][C:3]1[N:8]=[C:7]([NH:14][CH:11]2[CH2:13][CH2:12]2)[CH:6]=[C:5]([OH:10])[N:4]=1 |f:0.1|. Reported procedure: 2-Amino-4-chloro-6-hydroxypyrimidine monohydrate (5.0 g) was refluxed in ethanol (150 mL) with cyclopropylamine for 12 h. The mixture was evaporated in vacuo, codistilled with ethanol (3×50 mL), adsorbed from methanol on silica gel and applied on a column of silica gel (200 mL) in chloroform. Elution with chloroform-ethanol gradient afforded crystalline product which was filtered from ether and dried in vacuo to afford 2-amino-4-cyclopropylamino-6-hydroxypyrimidine, m.p.229° C. Yield, 3.0 g. For... Reactants: C1(=CC(=CC=C1)C#N)C (m-tolunitrile), C1(=CC(=CC=C1)[Mg]Cl)C (m-tolyl magnesium chloride), C1CCOC1 (THF), Cl (HCl), ice water, C1CCOC1 (THF). Reaction conditions: temperature -15 celsius, time 30 minute. Yields the product C1(=CC(=CC=C1)C(=O)C=1C=C(C=CC1)C)C (di-m-tolyl-methanone). As a reaction SMILES: [C:1]1([CH3:9])[CH:6]=[CH:5][CH:4]=[C:3]([C:7]#N)[CH:2]=1.[C:10]1([CH3:18])[CH:15]=[CH:14][CH:13]=[C:12]([Mg]Cl)[CH:11]=1.Cl.C1C[O:23]CC1>>[C:1]1([CH3:9])[CH:6]=[CH:5][CH:4]=[C:3]([C:7]([C:12]2[CH:11]=[C:10]([CH3:18])[CH:15]=[CH:14][CH:13]=2)=[O:23])[CH:2]=1. Reported procedure: An oven-dried, three-necked 1-L flask equipped with magnetic stirring bar, gas inlet, dropping funnel, and condenser was flushed with nitrogen and loaded with m-tolunitrile (49.1 g, 419 mmol) and THF (30 mL). A solution of m-tolyl magnesium chloride in THF (1 M, 440 mL) was added dropwise at such a rate that the internal temperature was kept below 50° C. The mixture was heated to reflux for 18 h, then cooled to −15° C., and hydrolyzed with ice-water (210 mL) and aqueous HCl (36.5%, 300 mL). The ... The reactants are polyester polyol, C(CCCCCN=C=O)N=C=O (hexamethylene diisocyanate), C(C=C)(=O)OCCO (2-hydroxyethyl acrylate). The product is NC(=O)OCC.C(C=C)(=O)[O-] (urethane acrylate). As a reaction SMILES: C(N=C=O)CCCCC[N:7]=C=O.[C:13]([O:17][CH2:18][CH2:19]O)(=[O:16])[CH:14]=[CH2:15]>>[NH2:7][C:13]([O:17][CH2:18][CH3:19])=[O:16].[C:13]([O-:17])(=[O:16])[CH:14]=[CH2:15] |f:2.3|. Procedure: Adipic acid was reacted with 1,6-hexanediol to produce a polyester polyol resin. The resulting polyester polyol resin was reacted with hexamethylene diisocyanate and 2-hydroxyethyl acrylate to produce a urethane-acrylate resin.